This data is from the Open Reaction Database (ORD), a public repository of structured organic reaction records. The task is: describe an organic reaction: reactants, conditions, products, and yield Starting materials: ClCCl, COc1ccc(F)c(-c2ccc(CO)cc2C2=CCOCC2)c1, CN(C)C=O, O=S(Cl)Cl. The product is COc1ccc(F)c(-c2ccc(CCl)cc2C2=CCOCC2)c1. RXN SMILES: [Cl:28][CH2:29][Cl:30].[O:1]1[CH2:2][CH2:3][C:4]([c:7]2[c:8](-[c:15]3[c:16]([F:23])[cH:17][cH:18][c:19]([O:21][CH3:22])[cH:20]3)[cH:9][cH:10][c:11]([CH2:13][OH:14])[cH:12]2)=[CH:5][CH2:6]1.[O:31]=[CH:32][N:33]([CH3:34])[CH3:35].[S:24]([Cl:25])([Cl:26])=[O:27]>>[O:1]1[CH2:2][CH2:3][C:4]([c:7]2[c:8](-[c:15]3[c:16]([F:23])[cH:17][cH:18][c:19]([O:21][CH3:22])[cH:20]3)[cH:9][cH:10][c:11]([CH2:13][Cl:26])[cH:12]2)=[CH:5][CH2:6]1. Reactants: ClC1=C(C(=O)NC(=O)NC2=NC=C(N=C2)C2=CC=C(C=C2)C(F)(F)F)C=CC=C1 (1-(2-Chlorobenzoyl)-3-[5-(α,α,α-trifluoro-p-tolyl)-2-pyrazinyl]urea), NC1=NC=C(N=C1)C1=CC=C(C=C1)C(F)(F)F (2-amino-5-(α,α,α-trifluoro-p-tolyl)pyrazine), ClC1=C(C(=O)N=C=O)C=CC=C1 (2-chlorobenzoyl isocyanate). Product: ClC1=C(C(=O)NC(=O)NC2=NC=C(N=C2)C2=CC=C(C=C2)Cl)C=CC=C1 (1-(2-Chlorobenzoyl)-3-[5-(4-chlorophenyl)-2-pyrazinyl]urea). Reaction SMILES: [Cl:1][C:2]1[CH:29]=[CH:28][CH:27]=[CH:26][C:3]=1[C:4]([NH:6][C:7]([NH:9][C:10]1[CH:15]=[N:14][C:13]([C:16]2[CH:21]=[CH:20][C:19](C(F)(F)F)=[CH:18][CH:17]=2)=[CH:12][N:11]=1)=[O:8])=[O:5].NC1C=NC(C2C=CC(C(F)(F)F)=CC=2)=CN=1.[Cl:47]C1C=CC=CC=1C(N=C=O)=O>>[Cl:1][C:2]1[CH:29]=[CH:28][CH:27]=[CH:26][C:3]=1[C:4]([NH:6][C:7]([NH:9][C:10]1[CH:15]=[N:14][C:13]([C:16]2[CH:21]=[CH:20][C:19]([Cl:47])=[CH:18][CH:17]=2)=[CH:12][N:11]=1)=[O:8])=[O:5]. Procedure details: 2M. 1-(2-Chlorobenzoyl)-3-[5-(α,α,α-trifluoro-p-tolyl)-2-pyrazinyl]urea, having a melting point of about 213°-215° C., and weighing 0.6 g., from 0.6 g. of 2-amino-5-(α,α,α-trifluoro-p-tolyl)pyrazine and 0.55 g. of 2-chlorobenzoyl isocyanate. Reactants: O(C1=CC=CC=C1)CC#C\C=C/C#C[Si](C)(C)C ((Z)-7-phenoxy-1-trimethylsilyl-3-heptene-1,5-diyne), O (water), O[Li].O (LiOH-H2O). The solvent is C1CCOC1 (THF), CCOCC (ether). Run at time 4 hour. The product is O(C1=CC=CC=C1)CC#CC=CC#C (7-phenoxy-3-heptene-1,5-diyne). Isolated yield 93.9%. Reaction SMILES: [O:1]([CH2:8][C:9]#[C:10]/[CH:11]=[CH:12]\[C:13]#[C:14][Si](C)(C)C)[C:2]1[CH:7]=[CH:6][CH:5]=[CH:4][CH:3]=1.O.O[Li].O>C1COCC1.CCOCC>[O:1]([CH2:8][C:9]#[C:10][CH:11]=[CH:12][C:13]#[CH:14])[C:2]1[CH:7]=[CH:6][CH:5]=[CH:4][CH:3]=1 |f:2.3|. Procedure details: To a solution of the product of step (b) (5.0 g, 19.7 mmol) in 20 mL THF was added 5 mL of water and LiOH-H2O (5.6 g, 133 mmol). The solution was stirred for 4 h, diluted with ether and washed with water. The aqueous layer extracted with ether and then ethyl acetate. The organic fractions were combined, dried (MgSO<) and concentrated. The residue was chromatographed over silica (30:1 hexane/ethyl acetate) to give 3.37 g of (94%) of 7-phenoxy-3-heptene-1,5-diyne.